From a dataset of the Open Reaction Database (ORD), a public repository of structured organic reaction records. describe an organic reaction: reactants, conditions, products, and yield As a reaction SMILES: [Cl:1][c:2]1[cH:3][cH:4][c:5]([N+:8](=[O:9])[O-:10])[cH:6][cH:7]1.[Na+:19].[O:21]=[CH:22][N:23]([CH3:24])[CH3:25].[OH-:18].[OH2:20].[OH:11][N:12]=[C:13]([CH3:14])[O:15][CH2:16][CH3:17]>>[c:2]1([O:11][N:12]=[C:13]([CH3:14])[O:15][CH2:16][CH3:17])[cH:3][cH:4][c:5]([N+:8](=[O:9])[O-:10])[cH:6][cH:7]1. Reactants: O=[N+]([O-])c1ccc(Cl)cc1, [Na+], CN(C)C=O, [OH-], O, CCOC(C)=NO. Yields the product CCOC(C)=NOc1ccc([N+](=O)[O-])cc1. Reactants: NC=1SC=C(N1)C(=O)OC (methyl 2-aminothiazole-4-carboxylate), C1CC(=O)N(C1=O)I (NIS). Solvent: CCOC(=O)C (EtOAc), C(Cl)Cl (DCM). Run at time 24 hour. The product is NC=1SC(=C(N1)C(=O)OC)I (methyl 2-amino-5-iodothiazole-4-carboxylate). Isolated yield 94.5%. RXN SMILES: [NH2:1][C:2]1[S:3][CH:4]=[C:5]([C:7]([O:9][CH3:10])=[O:8])[N:6]=1.C1C(=O)N([I:18])C(=O)C1>C(Cl)Cl.CCOC(C)=O>[NH2:1][C:2]1[S:3][C:4]([I:18])=[C:5]([C:7]([O:9][CH3:10])=[O:8])[N:6]=1. Procedure: To a solution of methyl 2-aminothiazole-4-carboxylate (5.6 g, 35.4 mmol) in DCM (60 mL) was added NIS (9.56 g, 42.5 mmol). The mixture was stirred at rt for 24 hours and then diluted with EtOAc (200 mL) and washed with water, brine, dried over Na2SO4, and concentrated under reduced pressure to provide 9.5 g (94%) of the desired product methyl 2-amino-5-iodothiazole-4-carboxylate (8A): LC/MS(APCI): m/z 284.9 (M+H).